This data is from the Open Reaction Database (ORD), a public repository of structured organic reaction records. The task is: describe an organic reaction: reactants, conditions, products, and yield The reactants are ClCCl, CC(=O)OC(C)=O, CS(C)=O, CC(CO)n1ccc2c([N+](=O)[O-])c(Cl)ccc2c1=O, c1ccncc1. Yields the product CC(=O)OCC(C)n1ccc2c([N+](=O)[O-])c(Cl)ccc2c1=O. As a reaction SMILES: [CH2:33]([Cl:34])[Cl:35].[CH3:20][C:21](=[O:22])[O:23][C:24](=[O:25])[CH3:26].[CH3:36][S:37]([CH3:38])=[O:39].[Cl:1][c:2]1[c:3]([N+:17](=[O:18])[O-:19])[c:4]2[cH:5][cH:6][n:7]([CH:13]([CH2:14][OH:15])[CH3:16])[c:8](=[O:12])[c:9]2[cH:10][cH:11]1.[cH:27]1[cH:28][cH:29][n:30][cH:31][cH:32]1>>[Cl:1][c:2]1[c:3]([N+:17](=[O:18])[O-:19])[c:4]2[cH:5][cH:6][n:7]([CH:13]([CH2:14][O:15][C:21]([CH3:20])=[O:22])[CH3:16])[c:8](=[O:12])[c:9]2[cH:10][cH:11]1. Starting materials: [OH-].[Na+] (sodium hydroxide), CN(C(=O)NCCCCC)C=1C=C(C=CC1)C1=CC=C(C=C1)\C=C(\C(=O)OCC)/CC (ethyl 2-[1-[3′-(1-methyl-3-pentylureido)biphenyl-4-yl]meth-(E)-ylidene]butyrate). Run in C(C)O (ethanol), C(C)OCC (ethyl ether). Run at temperature 50 celsius. Product: CN(C(=O)NCCCCC)C=1C=C(C=CC1)C1=CC=C(C=C1)\C=C(\C(=O)O)/CC (2-[1-[3′-(1-methyl-3-pentylureido)biphenyl-4-yl]meth-(E)-ylidene]butyric acid). Yield: 84.0%. RXN SMILES: [OH-].[Na+].[CH3:3][N:4]([C:13]1[CH:14]=[C:15]([C:19]2[CH:24]=[CH:23][C:22](/[CH:25]=[C:26](\[CH2:32][CH3:33])/[C:27]([O:29]CC)=[O:28])=[CH:21][CH:20]=2)[CH:16]=[CH:17][CH:18]=1)[C:5]([NH:7][CH2:8][CH2:9][CH2:10][CH2:11][CH3:12])=[O:6]>C(O)C.C(OCC)C>[CH3:3][N:4]([C:13]1[CH:14]=[C:15]([C:19]2[CH:24]=[CH:23][C:22](/[CH:25]=[C:26](\[CH2:32][CH3:33])/[C:27]([OH:29])=[O:28])=[CH:21][CH:20]=2)[CH:16]=[CH:17][CH:18]=1)[C:5]([NH:7][CH2:8][CH2:9][CH2:10][CH2:11][CH3:12])=[O:6] |f:0.1|. Reported procedure: 268 mg (6.7 mmol) of sodium hydroxide are added to a solution of 284 mg (0.67 mmol) of ethyl 2-[1-[3′-(1-methyl-3-pentylureido)biphenyl-4-yl]meth-(E)-ylidene]butyrate in 10 mL of ethanol. The reaction mixture is heated at 50° C. for 15 hours. The reaction medium is evaporated to dryness, taken up in water, acidified with 2 N hydrochloric acid solution and extracted with ethyl acetate. The organic phases are combined, washed with water and dried over magnesium sulfate. After filtration, the solve... The reactants are ClC1=CC=C(C=C1)B(O)O (4-chlorobenzeneboronic acid), ClC=1C(=NC=CN1)N1CCN(CC1)CC=1C(=NN(C1)C)C (3′-chloro-4-(1,3-dimethyl-1H-pyrazol-4-ylmethyl)-3,4,5,6-tetrahydro-2H-[1,2′]bipyrazinyl), C([O-])([O-])=O.[K+].[K+] (potassium carbonate). The reagents and catalysts are [Pd].C1(=CC=CC=C1)P(C1=CC=CC=C1)C1=CC=CC=C1.C1(=CC=CC=C1)P(C1=CC=CC=C1)C1=CC=CC=C1.C1(=CC=CC=C1)P(C1=CC=CC=C1)C1=CC=CC=C1.C1(=CC=CC=C1)P(C1=CC=CC=C1)C1=CC=CC=C1 (tetrakis(triphenylphosphine) palladium(0)). Solvent: CN(C(C)=O)C (N,N-dimethylacetamide), O (water). Reaction conditions: temperature 110 celsius. Yields the product ClC1=CC=C(C=C1)C=1C(=NC=CN1)N1CCN(CC1)CC=1C(=NN(C1)C)C (3′-(4-chloro-phenyl)-4-(1,3-dimethyl-1H-pyrazol-4-ylmethyl)-3,4,5,6-tetrahydro-2H-[1,2′]bipyrazinyl). Yield: 52.2%. Reaction SMILES: [Cl:1][C:2]1[CH:7]=[CH:6][C:5](B(O)O)=[CH:4][CH:3]=1.Cl[C:12]1[C:13]([N:18]2[CH2:23][CH2:22][N:21]([CH2:24][C:25]3[C:26]([CH3:31])=[N:27][N:28]([CH3:30])[CH:29]=3)[CH2:20][CH2:19]2)=[N:14][CH:15]=[CH:16][N:17]=1.C(=O)([O-])[O-].[K+].[K+]>CN(C)C(=O)C.O.[Pd].C1(P(C2C=CC=CC=2)C2C=CC=CC=2)C=CC=CC=1.C1(P(C2C=CC=CC=2)C2C=CC=CC=2)C=CC=CC=1.C1(P(C2C=CC=CC=2)C2C=CC=CC=2)C=CC=CC=1.C1(P(C2C=CC=CC=2)C2C=CC=CC=2)C=CC=CC=1>[Cl:1][C:2]1[CH:7]=[CH:6][C:5]([C:12]2[C:13]([N:18]3[CH2:23][CH2:22][N:21]([CH2:24][C:25]4[C:26]([CH3:31])=[N:27][N:28]([CH3:30])[CH:29]=4)[CH2:20][CH2:19]3)=[N:14][CH:15]=[CH:16][N:17]=2)=[CH:4][CH:3]=1 |f:2.3.4,7.8.9.10.11|. Reported procedure: Add 4-chlorobenzeneboronic acid (64 mg, 0.41 mmol) to a mixture 3′-chloro-4-(1,3-dimethyl-1H-pyrazol-4-ylmethyl)-3,4,5,6-tetrahydro-2H-[1,2′]bipyrazinyl (104 mg, 0.34 mmol), potassium carbonate (113 mg, 0.82 mmol) and tetrakis(triphenylphosphine) palladium(0) (0.002 g, 0.002 mmol) in N,N-dimethylacetamide (2 mL) and water (1 mL). Purge with nitrogen and heat overnight at 110° C. Cool to room temperature add water (10 mL), extract with DCM (3×20 mL) combine and purify using high pH reverse phase ... Starting materials: Cl.Cl.FC(C1=CC=C(C=C1)N1CCCC2=CC=CC=C12)(F)F (4-trifluoromethylphenyl-tetrahydroquinoline dihydrochloride), Cl.Cl.CC1(NC2=CC(=CCC2C(C1)C1=CC=C(C=C1)Cl)OCCN(C)C)C (2,2-dimethyl-7-dimethylaminoethoxy-4-(4-chlorophenyl)tetrahydroquinoline dihydrochloride). Product: Cl.Cl.CC1(NC2=CC(=CCC2C(C1)C1=CC(=CC=C1)C(F)(F)F)OCCN(C)C)C (2,2-dimethyl-7-dimethylaminoethoxy-4-(3-trifluoromethylphenyl)tetrahydroquinoline dihydrochloride). As a reaction SMILES: [ClH:1].Cl.[F:3][C:4]([F:22])([F:21])C1C=CC(N2C3C(=CC=CC=3)CCC2)=CC=1.Cl.Cl.[CH3:25][C:26]1([CH3:49])[CH2:35][CH:34]([C:36]2[CH:41]=[CH:40][C:39]([Cl:42])=[CH:38][CH:37]=2)[CH:33]2[C:28](=[CH:29][C:30]([O:43][CH2:44][CH2:45][N:46]([CH3:48])[CH3:47])=[CH:31][CH2:32]2)[NH:27]1>>[ClH:42].[ClH:1].[CH3:25][C:26]1([CH3:49])[CH2:35][CH:34]([C:36]2[CH:41]=[CH:40][CH:39]=[C:38]([C:4]([F:22])([F:21])[F:3])[CH:37]=2)[CH:33]2[C:28](=[CH:29][C:30]([O:43][CH2:44][CH2:45][N:46]([CH3:48])[CH3:47])=[CH:31][CH2:32]2)[NH:27]1 |f:0.1.2,3.4.5,6.7.8|. Procedure details: 2,2-dimethyl-7-dimethylaminoethoxy-4-(4-trifluoromethylphenyl-tetrahydroquinoline dihydrochloride m.p. 141°-8°; and 2,2-dimethyl-7-dimethylaminoethoxy-4-(4-chlorophenyl)tetrahydroquinoline dihydrochloride m.p. 139°-143°. Reactants: COc1ccc(C(F)(F)C(F)(F)F)cc1C1OCCCO1, CC(C)=O, Cl. Product: COc1ccc(C(F)(F)C(F)(F)F)cc1C=O. As a reaction SMILES: [CH3:1][O:2][c:3]1[c:4]([CH:16]2[O:17][CH2:21][CH2:20][CH2:19][O:18]2)[cH:5][c:6]([C:9]([C:10]([F:11])([F:12])[F:13])([F:14])[F:15])[cH:7][cH:8]1.[CH3:23][C:24](=[O:25])[CH3:26].[ClH:22]>>[CH3:1][O:2][c:3]1[c:4]([CH:16]=[O:17])[cH:5][c:6]([C:9]([C:10]([F:11])([F:12])[F:13])([F:14])[F:15])[cH:7][cH:8]1.